Dataset: the Open Reaction Database (ORD), a public repository of structured organic reaction records. Task: describe an organic reaction: reactants, conditions, products, and yield Product: FC1=CC=C(C=C1)N1CCN(CC1)S(=O)(=O)CC(C#CC1=CC(=CC=C1)OC)N(C=O)O ([1-({[4-(4-fluorophenyl)piperazin-1-yl]sulfonyl}methyl)-3-(3-methyloxyphenyl)prop-2-yn-1-yl]hydroxyformamide). Procedure: A solution of 1-(4-fluorophenyl)-4-{[2-(hydroxyamino)-4-(3-methoxyphenyl)but-3-yn-1-yl]sulfonyl}piperazine (349 mg; 0.81 mmol) and acetyl formate (prepared as described by Koller et al., 1983, above 8; 0.58 mL of a 1.39 M solution in THF; 0.81 mmol) was stirred at rt for 1 h. THF was removed under reduced pressure and replaced by MeOH. The solution was heated at 60° C. for 1 h and concentrated under reduced pressure. Purification of the crude by flash chromatography on silica (EtOAc:c-Hex 60:40 ... Conditions: time 1 hour. Isolated yield 24.0%. The solvent is C1CCOC1 (THF). Reactants: FC1=CC=C(C=C1)N1CCN(CC1)S(=O)(=O)CC(C#CC1=CC(=CC=C1)OC)NO (1-(4-fluorophenyl)-4-{[2-(hydroxyamino)-4-(3-methoxyphenyl)but-3-yn-1-yl]sulfonyl}piperazine), C(=O)OC(C)=O (acetyl formate), solution. As a reaction SMILES: [F:1][C:2]1[CH:7]=[CH:6][C:5]([N:8]2[CH2:13][CH2:12][N:11]([S:14]([CH2:17][CH:18]([NH:29][OH:30])[C:19]#[C:20][C:21]3[CH:26]=[CH:25][CH:24]=[C:23]([O:27][CH3:28])[CH:22]=3)(=[O:16])=[O:15])[CH2:10][CH2:9]2)=[CH:4][CH:3]=1.[CH:31](OC(=O)C)=[O:32]>C1COCC1>[F:1][C:2]1[CH:7]=[CH:6][C:5]([N:8]2[CH2:13][CH2:12][N:11]([S:14]([CH2:17][CH:18]([N:29]([OH:30])[CH:31]=[O:32])[C:19]#[C:20][C:21]3[CH:26]=[CH:25][CH:24]=[C:23]([O:27][CH3:28])[CH:22]=3)(=[O:16])=[O:15])[CH2:10][CH2:9]2)=[CH:4][CH:3]=1.